Dataset: the Open Reaction Database (ORD), a public repository of structured organic reaction records. Task: describe an organic reaction: reactants, conditions, products, and yield Starting materials: BrC=1CC2CCC(N(C2=CC1)C(=O)C(=O)OCC)C(C)C(=O)OC (6-bromo-N-ethoxalyl-2-(1-methoxycarbonylethyl)tetrahydroquinoline), F[B-](F)(F)F.O=[N+]=O (nitronium tetrafluoroborate), [N+](=O)([O-])[O-].[NH4+].FC(C(=O)OC(C(F)(F)F)=O)(F)F (ammonium nitrate trifluoroacetic anhydride). Run in ClCCl (dichloromethane), C(Cl)(Cl)Cl (chloroform). The product is C(C)(=O)C1=NC2=CC=CC=C2C=C1 (2-Acetylquinoline). Reaction SMILES: Br[C:2]1[CH2:3][CH:4]2[C:9](=[CH:10][CH:11]=1)[N:8](C(C(OCC)=O)=O)[CH:7]([CH:19]([C:21](OC)=O)C)[CH2:6][CH2:5]2.F[B-](F)(F)F.[O:30]=[N+]=O.[N+]([O-])([O-])=O.[NH4+].FC(F)(F)C(OC(=O)C(F)(F)F)=O>ClCCl.C(Cl)(Cl)Cl>[C:19]([C:7]1[CH:6]=[CH:5][C:4]2[C:9](=[CH:10][CH:11]=[CH:2][CH:3]=2)[N:8]=1)(=[O:30])[CH3:21] |f:1.2,3.4.5|. Procedure details: The title compound was prepared by the route outlined in Example 22-6 to 7 starting with 6-bromo-N-ethoxalyl-2-(1-methoxycarbonylethyl)tetrahydroquinoline (less polar). In nitration step of Example 22-6, conditions of nitronium tetrafluoroborate in dichloromethane at room temperature were employed instead of those of refluxing ammonium nitrate-trifluoroacetic anhydride in chloroform: mp 242° C.; 1H NMR (270 MHz, DMSO-d6) δ12.08 (s, 1H), 7.21 (s, 1H), 7.17 (s, 1H), 4.93 (bd, 1H, J=10 Hz), 3.40 (s... Starting materials: C(C1=CC=CC=C1)OC1=CC(=NC=C1)N (4-(benzyloxy)pyridin-2-amine), boc-anhydride, CC(C)(C)O (tBuOH), C(C)O (ethanol). Run at temperature 50 celsius. The product is C(C1=CC=CC=C1)OC1=CC(=NC=C1)NC(OC(C)(C)C)=O (tert-butyl 4-(benzyloxy)pyridin-2-ylcarbamate). Yield: 85.0%. Reaction SMILES: [CH2:1]([O:8][C:9]1[CH:14]=[CH:13][N:12]=[C:11]([NH2:15])[CH:10]=1)[C:2]1[CH:7]=[CH:6][CH:5]=[CH:4][CH:3]=1.[CH2:16]([OH:18])C.[CH3:19][C:20]([OH:23])([CH3:22])[CH3:21]>>[CH2:1]([O:8][C:9]1[CH:14]=[CH:13][N:12]=[C:11]([NH:15][C:16](=[O:18])[O:23][C:20]([CH3:22])([CH3:21])[CH3:19])[CH:10]=1)[C:2]1[CH:3]=[CH:4][CH:5]=[CH:6][CH:7]=1. Reported procedure: To a solution of 4-(benzyloxy)pyridin-2-amine (4.6 g, 22.97 mmol) in tBuOH (50 mL) was added boc-anhydride (5.57 g, 25.5 mmol). After heating to 50° C. for 1 hour, ethanol (200 mL) was added to the reaction mixture. The room temperature mixture was filtered to provide the solid product (5.89 g, 85%). Starting materials: [CH2]C, CCOC(=O)c1cnc(-c2cc(-c3cccc4c3ccn4[Si](C)(C)C(C)(C)C)cc3c2cnn3S(=O)(=O)c2ccccc2)o1, CC(C)C[AlH]CC(C)C, [Cl-], ClCCl, [NH4+]. The product is CC(C)(C)[Si](C)(C)n1ccc2c(-c3cc(-c4ncc(CO)o4)c4cnn(S(=O)(=O)c5ccccc5)c4c3)cccc21. RXN SMILES: [CH2:45][CH3:46].[CH3:1][C:2]([CH3:3])([CH3:4])[Si:5]([n:6]1[cH:7][cH:8][c:9]2[c:10](-[c:15]3[cH:16][c:17](-[c:33]4[o:34][c:35]([C:38](=[O:39])[O:40][CH2:41][CH3:42])[cH:36][n:37]4)[c:18]4[cH:19][n:20][n:21]([S:24](=[O:25])(=[O:26])[c:27]5[cH:28][cH:29][cH:30][cH:31][cH:32]5)[c:22]4[cH:23]3)[cH:11][cH:12][cH:13][c:14]12)([CH3:43])[CH3:44].[CH3:47][CH:48]([CH2:49][AlH:50][CH2:51][CH:52]([CH3:53])[CH3:54])[CH3:55].[Cl-:56].[Cl:58][CH2:59][Cl:60].[NH4+:57]>>[CH3:1][C:2]([CH3:3])([CH3:4])[Si:5]([n:6]1[cH:7][cH:8][c:9]2[c:10](-[c:15]3[cH:16][c:17](-[c:33]4[o:34][c:35]([CH2:38][OH:39])[cH:36][n:37]4)[c:18]4[cH:19][n:20][n:21]([S:24](=[O:25])(=[O:26])[c:27]5[cH:28][cH:29][cH:30][cH:31][cH:32]5)[c:22]4[cH:23]3)[cH:11][cH:12][cH:13][c:14]12)([CH3:43])[CH3:44]. The reactants are Cl.C1(CCCCC1)NC1=NC(=NC(=C1C)C)NCC1=NC=CC=C1 (N4-cyclohexyl-5,6-dimethyl-N2-(pyridin-2-ylmethyl)pyrimidine-2,4-diamine hydrochloride), CC1=CC=CC(=N1)CN ([(6-methylpyridin-2-yl)methyl]amine). Yields the product C1(CCCCC1)NC1=NC(=NC(=C1C)C)NCC1=NC(=CC=C1)C (N4-cyclohexyl-5,6-dimethyl-N2-[(6-methylpyridin-2-yl)methyl]pyrimidine-2,4-diamine). RXN SMILES: Cl.[CH:2]1([NH:8][C:9]2[C:14]([CH3:15])=[C:13]([CH3:16])[N:12]=[C:11]([NH:17][CH2:18][C:19]3[CH:24]=[CH:23][CH:22]=[CH:21][N:20]=3)[N:10]=2)[CH2:7][CH2:6][CH2:5][CH2:4][CH2:3]1.[CH3:25]C1N=C(CN)C=CC=1>>[CH:2]1([NH:8][C:9]2[C:14]([CH3:15])=[C:13]([CH3:16])[N:12]=[C:11]([NH:17][CH2:18][C:19]3[CH:24]=[CH:23][CH:22]=[C:21]([CH3:25])[N:20]=3)[N:10]=2)[CH2:3][CH2:4][CH2:5][CH2:6][CH2:7]1 |f:0.1|. Procedure: The titled compound was synthesized according to the general procedure described for preparation of N4-cyclohexyl-5,6-dimethyl-N2-(pyridin-2-ylmethyl)pyrimidine-2,4-diamine (Example 1) using [(6-methylpyridin-2-yl)methyl]amine instead of (pyridin-2-ylmethyl)amine. The product was purified by column chromatography eluting with mixture of chloroform/ethanol/20% water solution of ammonia (200:10:1), and then the final product was washed with diethyl ether to afford the titled compound as a light-gr... Starting materials: diester, [OH-].[K+] (potassium hydroxide), C1(=CC=CC=C1)[Mg]Br (phenyl magnesium bromide), C(C)(C)=C(C(=O)OCC)C(=O)OCC (diethyl isopropylidenemalonate). The solvent is C(C)O (ethanol), C(C)O (ethanol). Run at temperature 50 celsius. Product: CC(C1=CC=CC=C1)(C)C(C(=O)OCC)C(=O)OCC (Diethyl (α, α-dimethylbenzyl)malonate), liquid. Yield: 84.0%. RXN SMILES: [C:1]1([Mg]Br)[CH:6]=[CH:5][CH:4]=[CH:3][CH:2]=1.[C:9](=[C:12]([C:18]([O:20][CH2:21][CH3:22])=[O:19])[C:13]([O:15][CH2:16][CH3:17])=[O:14])([CH3:11])[CH3:10].[OH-].[K+]>C(O)C>[CH3:10][C:9]([CH:12]([C:18]([O:20][CH2:21][CH3:22])=[O:19])[C:13]([O:15][CH2:16][CH3:17])=[O:14])([CH3:11])[C:1]1[CH:6]=[CH:5][CH:4]=[CH:3][CH:2]=1 |f:2.3|. Procedure details: Diethyl (α, α-dimethylbenzyl)malonate was prepared by the congugate addition of phenyl magnesium bromide to diethyl isopropylidenemalonate as described by C. Holmberg [Liebigs Ann. Chem., 748 (1981)]. A solution of this diester (42.1 g, 0.15 mole) in ethanol (100 mL) was treated by dropwise addition with a solution of potassium hydroxide (8.48 g, 0.13 mole) in 100 mL of ethanol. After heating at 90° C. for 1 h and at 50° C. for 20 h, the reaction mixture was evaporated on the rotary evaporator t...